Dataset: the Open Reaction Database (ORD), a public repository of structured organic reaction records. Task: describe an organic reaction: reactants, conditions, products, and yield Reactants: CC(=O)Cl, CCN(C(C)C)C(C)C, COc1ccc(C(=O)N2c3ccccc3C(Nc3ccc(Cl)cc3F)CC2C)cc1. Yields the product COc1ccc(C(=O)N2c3ccccc3C(N(C(C)=O)c3ccc(Cl)cc3F)CC2C)cc1. RXN SMILES: [CH3:40][C:41]([Cl:42])=[O:43].[CH:31]([N:32]([CH:33]([CH3:34])[CH3:35])[CH2:36][CH3:37])([CH3:38])[CH3:39].[Cl:1][c:2]1[cH:3][c:4]([F:30])[c:5]([NH:8][CH:9]2[CH2:10][CH:11]([CH3:29])[N:12]([C:19]([c:20]3[cH:21][cH:22][c:23]([O:26][CH3:27])[cH:24][cH:25]3)=[O:28])[c:13]3[cH:14][cH:15][cH:16][cH:17][c:18]32)[cH:6][cH:7]1>>[Cl:1][c:2]1[cH:3][c:4]([F:30])[c:5]([N:8]([CH:9]2[CH2:10][CH:11]([CH3:29])[N:12]([C:19]([c:20]3[cH:21][cH:22][c:23]([O:26][CH3:27])[cH:24][cH:25]3)=[O:28])[c:13]3[cH:14][cH:15][cH:16][cH:17][c:18]32)[C:41]([CH3:40])=[O:43])[cH:6][cH:7]1. Starting materials: C(C)I (ethyl iodide), C(C)OC(=O)C=1C=CC=2NC3=CC=C(C=C3C2C1)OC (6-methoxycarbazole-3-carboxylic acid ethyl ester), [H-].[Na+] (sodium hydride). Solvent: [NH4+].[Cl-] (NH4Cl), O (water), CN(C)C=O (DMF), CN(C)C=O (DMF). Conditions: time 30 minute. The product is C(C)OC(=O)C=1C=CC=2N(C3=CC=C(C=C3C2C1)OC)CC (9-Ethyl-6-methoxycarbazole-3-carboxylic acid ethyl ester). As a reaction SMILES: [CH2:1]([O:3][C:4]([C:6]1[CH:7]=[CH:8][C:9]2[NH:10][C:11]3[C:16]([C:17]=2[CH:18]=1)=[CH:15][C:14]([O:19][CH3:20])=[CH:13][CH:12]=3)=[O:5])[CH3:2].[H-].[Na+].[CH2:23](I)[CH3:24]>CN(C=O)C.[NH4+].[Cl-].O>[CH2:1]([O:3][C:4]([C:6]1[CH:7]=[CH:8][C:9]2[N:10]([CH2:23][CH3:24])[C:11]3[C:16]([C:17]=2[CH:18]=1)=[CH:15][C:14]([O:19][CH3:20])=[CH:13][CH:12]=3)=[O:5])[CH3:2] |f:1.2,5.6|. Procedure details: A solution of 6-methoxycarbazole-3-carboxylic acid ethyl ester (1.28 g, 4.77 mmol) in DMF (8 mL) was added to a suspension of sodium hydride (60% in mineral oil, 0.286 mg, 7.15 mmol) in DMF at 0° C. The reaction was stirred for 30 minutes then ethyl iodide was added (0.89 g, 5.72 mmol). The reaction was allowed to reach room temperature and was stirred for further 15 hours then was diluted with NH4Cl sat. and water. The reaction was extracted with tert-butylmethyl ether and the organic phase was... The reactants are CN(C1CCOCC1)CC1=CC=C(N)C=C1 (4-[[N-methyl-N-(tetrahydropyran-4-yl)amino]methyl]aniline), CN(C)C=O (DMF), C(CCC)OCCOC1=CC=C(C=C1)C=1C=CC2=C(C=C(CCN2CC=2C(=NOC2C)C)C(=O)O)C1 (7-(4-butoxyethoxyphenyl)-1-[(3,5-dimethylisoxazol-4-yl)methyl]-2,3-dihydro-1-benzazepine-4-carboxylic acid), S(=O)(Cl)Cl (thionyl chloride). Solvent: O1CCCC1 (tetrahydrofuran), C(C)N(CC)CC (triethylamine), O (water), O1CCCC1 (tetrahydrofuran). Conditions: time 1 hour. Product: C(CCC)OCCOC1=CC=C(C=C1)C=1C=CC2=C(C=C(CCN2CC=2C(=NOC2C)C)C(=O)NC2=CC=C(C=C2)CN(C2CCOCC2)C)C1 (7-(4-butoxyethoxyphenyl)-1-[(3,5-dimethylisoxazol-4-yl)methyl]-N-[4-[[N-methyl-N-(tetrahydropyran-4-yl)amino]methyl]phenyl]-2,3-dihydro-1-benzazepine-4-carboxamide). Isolated yield 22.8%. Reaction SMILES: CN(C=O)C.[CH2:6]([O:10][CH2:11][CH2:12][O:13][C:14]1[CH:19]=[CH:18][C:17]([C:20]2[CH:21]=[CH:22][C:23]3[N:29]([CH2:30][C:31]4[C:32]([CH3:37])=[N:33][O:34][C:35]=4[CH3:36])[CH2:28][CH2:27][C:26]([C:38](O)=[O:39])=[CH:25][C:24]=3[CH:41]=2)=[CH:16][CH:15]=1)[CH2:7][CH2:8][CH3:9].S(Cl)(Cl)=O.[CH3:46][N:47]([CH2:54][C:55]1[CH:61]=[CH:60][C:58]([NH2:59])=[CH:57][CH:56]=1)[CH:48]1[CH2:53][CH2:52][O:51][CH2:50][CH2:49]1>O1CCCC1.O.C(N(CC)CC)C>[CH2:6]([O:10][CH2:11][CH2:12][O:13][C:14]1[CH:15]=[CH:16][C:17]([C:20]2[CH:21]=[CH:22][C:23]3[N:29]([CH2:30][C:31]4[C:32]([CH3:37])=[N:33][O:34][C:35]=4[CH3:36])[CH2:28][CH2:27][C:26]([C:38]([NH:59][C:58]4[CH:60]=[CH:61][C:55]([CH2:54][N:47]([CH3:46])[CH:48]5[CH2:53][CH2:52][O:51][CH2:50][CH2:49]5)=[CH:56][CH:57]=4)=[O:39])=[CH:25][C:24]=3[CH:41]=2)=[CH:18][CH:19]=1)[CH2:7][CH2:8][CH3:9]. Procedure: One droplet of DMF was added to a solution of 7-(4-butoxyethoxyphenyl)-1-[(3,5-dimethylisoxazol-4-yl)methyl]-2,3-dihydro-1-benzazepine-4-carboxylic acid (140 mg) in tetrahydrofuran (1 ml). Then, thionyl chloride (102 mg) was added at 0° C., the temperature was returned to room temperature, and the mixture was stirred under nitrogen atmosphere for 1 hour. Then, this mixture was added to a solution of 4-[[N-methyl-N-(tetrahydropyran-4-yl)amino]methyl]aniline (75 mg) and triethylamine (690 mg) in t... Starting materials: NCC(=O)N(C)C=1C(=C(COC=2C=CC=C3C(=CC(=NC23)C)N2C=NC=C2)C(=CC1)Cl)Cl (8-[3-(N-glycyl-N-methylamino)-2,6-dichlorobenzyloxy]-4-(imidazol-1-yl)-2-methylquinoline), C(C)(=O)OC(C)=O (acetic anhydride), N1=CC=CC=C1 (pyridine). Solvent: ClCCl (dichloromethane). Run at time 3 hour. Product: C(C)(=O)NCC(=O)N(C)C=1C(=C(COC=2C=CC=C3C(=CC(=NC23)C)N2C=NC=C2)C(=CC1)Cl)Cl (8-[3-(N-(acetylglycyl)-N-methylamino]-2,6-dichlorobenzyloxy]-4-(imidazol-1-yl)-2-methylquinoline). Yield: 81.1%. RXN SMILES: [NH2:1][CH2:2][C:3]([N:5]([C:7]1[C:8]([Cl:32])=[C:9]([C:28]([Cl:31])=[CH:29][CH:30]=1)[CH2:10][O:11][C:12]1[CH:13]=[CH:14][CH:15]=[C:16]2[C:21]=1[N:20]=[C:19]([CH3:22])[CH:18]=[C:17]2[N:23]1[CH:27]=[CH:26][N:25]=[CH:24]1)[CH3:6])=[O:4].[C:33](OC(=O)C)(=[O:35])[CH3:34].N1C=CC=CC=1>ClCCl>[C:33]([NH:1][CH2:2][C:3]([N:5]([C:7]1[C:8]([Cl:32])=[C:9]([C:28]([Cl:31])=[CH:29][CH:30]=1)[CH2:10][O:11][C:12]1[CH:13]=[CH:14][CH:15]=[C:16]2[C:21]=1[N:20]=[C:19]([CH3:22])[CH:18]=[C:17]2[N:23]1[CH:27]=[CH:26][N:25]=[CH:24]1)[CH3:6])=[O:4])(=[O:35])[CH3:34]. Reported procedure: To a stirred solution of 8-[3-(N-glycyl-N-methylamino)-2,6-dichlorobenzyloxy]-4-(imidazol-1-yl)-2-methylquinoline (60 mg) in dichloromethane (0.6 ml) were added acetic anhydride (15.6 mg) and pyridine (15.1 mg) at ambient temperature, and the mixture was stirred for 3 hours at the same temperature. The mixture was concentrated in vacuo, and the residue was purified by preparative thin layer chromatography (chloroform:methanol, 10:1, v/v) to give 8-[3-(N-(acetylglycyl)-N-methylamino]-2,6-dichloro...